This data is from the Open Reaction Database (ORD), a public repository of structured organic reaction records. The task is: describe an organic reaction: reactants, conditions, products, and yield The reactants are C1CCOC1, CCO, CCOC(=O)C=Cc1ccc(C(=C2CC(C)(C)OC(C)(C)C2)c2ccc(O)c(Cl)c2)cc1, Cl, [Na+], [OH-]. Product: CC1(C)CC(=C(c2ccc(C=CC(=O)O)cc2)c2ccc(O)c(Cl)c2)CC(C)(C)O1. RXN SMILES: [CH2:39]1[O:40][CH2:41][CH2:42][CH2:43]1.[CH3:36][CH2:37][OH:38].[Cl:1][c:2]1[cH:3][c:4]([C:9]([c:10]2[cH:11][cH:12][c:13]([CH:16]=[CH:17][C:18](=[O:19])[O:20][CH2:21][CH3:22])[cH:14][cH:15]2)=[C:23]2[CH2:24][C:25]([CH3:31])([CH3:32])[O:26][C:27]([CH3:29])([CH3:30])[CH2:28]2)[cH:5][cH:6][c:7]1[OH:8].[ClH:35].[Na+:34].[OH-:33]>>[Cl:1][c:2]1[cH:3][c:4]([C:9]([c:10]2[cH:11][cH:12][c:13]([CH:16]=[CH:17][C:18](=[O:19])[OH:20])[cH:14][cH:15]2)=[C:23]2[CH2:24][C:25]([CH3:31])([CH3:32])[O:26][C:27]([CH3:29])([CH3:30])[CH2:28]2)[cH:5][cH:6][c:7]1[OH:8]. Reactants: [BH4-].[Na+] (sodium borohydride), ClC=1C=CC2=C(CC(C=3C(=NC=CC3)C2=C2CCN(CC2)C(C2=CC=C(C=C2)N2C(=NC=3C=NC=CC32)C)=O)=O)C1 (4-(8-chloro-5,6-dihydro-5-oxo-11H-benzo[5,6]cyclohepta[1,2-b]pyrid-11-ylidene)-1-[4-(2-methyimidazo[4,5-c]pyrid-1-yl)benzoyl]piperidine). Product: ClC=1C=CC2=C(CC(C=3C(=NC=CC3)C2=C2CCN(CC2)C(C2=CC=C(C=C2)N2C(=NC=3C=NC=CC32)C)=O)O)C1 (4-(8-Chloro-5,6-dihydro-5-hydroxy-11H-benzo[5,6]cyclohepta[1,2-b]pyrid-11-ylidene)-1-[4-(2-methylimidazo[4,5-c]pyrid-1-yl)benzoyl]piperidine), foam. Yield: 87.0%. Reaction SMILES: [BH4-].[Na+].[Cl:3][C:4]1[CH:5]=[CH:6][C:7]2[C:17](=[C:18]3[CH2:23][CH2:22][N:21]([C:24](=[O:41])[C:25]4[CH:30]=[CH:29][C:28]([N:31]5[C:39]6[CH:38]=[CH:37][N:36]=[CH:35][C:34]=6[N:33]=[C:32]5[CH3:40])=[CH:27][CH:26]=4)[CH2:20][CH2:19]3)[C:12]3=[N:13][CH:14]=[CH:15][CH:16]=[C:11]3[C:10](=[O:42])[CH2:9][C:8]=2[CH:43]=1>>[Cl:3][C:4]1[CH:5]=[CH:6][C:7]2[C:17](=[C:18]3[CH2:23][CH2:22][N:21]([C:24](=[O:41])[C:25]4[CH:26]=[CH:27][C:28]([N:31]5[C:39]6[CH:38]=[CH:37][N:36]=[CH:35][C:34]=6[N:33]=[C:32]5[CH3:40])=[CH:29][CH:30]=4)[CH2:20][CH2:19]3)[C:12]3=[N:13][CH:14]=[CH:15][CH:16]=[C:11]3[CH:10]([OH:42])[CH2:9][C:8]=2[CH:43]=1 |f:0.1|. Reported procedure: This was prepared as described in Example 10 by sodium borohydride reduction of 4-(8-chloro-5,6-dihydro-5-oxo-11H-benzo[5,6]cyclohepta[1,2-b]pyrid-11-ylidene)-1-[4-(2-methyimidazo[4,5-c]pyrid-1-yl)benzoyl]piperidine (from Example 18; 40 mg). The title compound was obtained as a yellow foam (35 mg, 87%) which was characterised as a hydrate containing 0.33 equivalents of ethyl acetate. Found: C,67.7; H,5.2; N,11.4. C33H28ClN5O2. H2O. 0.33 C4H8O2 requires C,67.7; H,5.1; N,11.5%. Starting materials: CC(C)Oc1ccc(-c2ccc(-c3cccc4c3CCC4O[Si](C)(C)C(C)(C)C)s2)cc1C#N, C1COCCO1, Cl. Yields the product CC(C)Oc1ccc(-c2ccc(-c3cccc4c3CCC4O)s2)cc1C#N. As a reaction SMILES: [C:1]([Si:2]([CH3:3])([CH3:4])[O:6][CH:7]1[CH2:8][CH2:9][c:10]2[c:11](-[c:16]3[cH:17][cH:18][c:19](-[c:21]4[cH:22][cH:23][c:24]([O:29][CH:30]([CH3:31])[CH3:32])[c:25]([C:26]#[N:27])[cH:28]4)[s:20]3)[cH:12][cH:13][cH:14][c:15]21)([CH3:5])([CH3:33])[CH3:34].[CH2:36]1[O:37][CH2:38][CH2:39][O:40][CH2:41]1.[ClH:35]>>[OH:6][CH:7]1[CH2:8][CH2:9][c:10]2[c:11](-[c:16]3[cH:17][cH:18][c:19](-[c:21]4[cH:22][cH:23][c:24]([O:29][CH:30]([CH3:31])[CH3:32])[c:25]([C:26]#[N:27])[cH:28]4)[s:20]3)[cH:12][cH:13][cH:14][c:15]21. The reactants are CN(C)CC1=CC=C(C=C1)C1NC=2C=CC=C(C2C(C1C1=CC=C(C=C1)CN(C)C)=O)C(=O)OC (methyl 2,3-bis(4-((dimethylamino)methyl)phenyl)-4-oxo-1,2,3,4-tetrahydroquinoline-5-carboxylate), CN(C)CC1=CC=C(C=C1)C1NC=2C=CC=C(C2C(C1C1=CC=C(C=C1)CN(C)C)=O)C(=O)OCC (ethyl 2,3-bis(4-((dimethylamino)methyl)phenyl)-4-oxo-1,2,3,4-tetrahydroquinoline-5-carboxylate), O.NN (hydrazine monohydrate). Solvent: CO (methanol). Reaction conditions: temperature 40 celsius, time 6 hour. The product is CN(C)CC1=CC=C(C=C1)C1C(C2=NNC(C=3C=CC=C(C23)N1)=O)C1=CC=C(C=C1)CN(C)C (8,9-bis(4-((dimethylamino)methyl)phenyl)-8,9-dihydro-2H-pyrido[4,3,2-de]phthalazin-3(7H)-one). Yield: 22.0%. As a reaction SMILES: [CH3:1][N:2]([CH2:4][C:5]1[CH:10]=[CH:9][C:8]([CH:11]2C(C3C=CC(CN(C)C)=CC=3)C(=O)[C:18]3[C:17]([C:32]([O:34]C)=O)=[CH:16][CH:15]=[CH:14][C:13]=3[NH:12]2)=[CH:7][CH:6]=1)[CH3:3].[CH3:36][N:37]([CH2:39][C:40]1[CH:45]=[CH:44][C:43]([CH:46]2[CH:55](C3C=CC(CN(C)C)=CC=3)C(=O)C3C(C(OCC)=O)=CC=CC=3N2)=[CH:42][CH:41]=1)[CH3:38].O.[NH2:73][NH2:74]>CO>[CH3:1][N:2]([CH2:4][C:5]1[CH:10]=[CH:9][C:8]([CH:11]2[NH:12][C:13]3[C:18]4[C:55](=[N:73][NH:74][C:32](=[O:34])[C:17]=4[CH:16]=[CH:15][CH:14]=3)[CH:46]2[C:43]2[CH:42]=[CH:41][C:40]([CH2:39][N:37]([CH3:36])[CH3:38])=[CH:45][CH:44]=2)=[CH:7][CH:6]=1)[CH3:3] |f:2.3|. Reported procedure: A mixture of methyl 2,3-bis(4-((dimethylamino)methyl)phenyl)-4-oxo-1,2,3,4-tetrahydroquinoline-5-carboxylate and ethyl 2,3-bis(4-((dimethylamino)methyl)phenyl)-4-oxo-1,2,3,4-tetrahydroquinoline-5-carboxylate (165 mg, 0.34 mmol) in hydrazine monohydrate (12 mL) and methanol (5 mL) was stirred at 40° C. for 6 hrs. The mixture was filtered to give crude product. The crude product was purified by prep-HPLC to give 8,9-bis(4-((dimethylamino)methyl)phenyl)-8,9-dihydro-2H-pyrido[4,3,2-de]phthalazin-3(7... Starting materials: ClC1=CC=C(NCC2=CC=C(OC(C(=O)OCC)(C)C)C=C2)C=C1 (ethyl 2-[4-(4-chloroanilinomethyl)phenoxy]-2-methylpropionate), C=O (formaldehyde). The solvent is C(=O)O (formic acid). Conditions: time 30 minute. Yields the product ClC1=CC=C(C=C1)N(C)CC1=CC=C(OC(C(=O)OCC)(C)C)C=C1 (ethyl 2-[4-{N-(4-chlorophenyl)-N-methylaminomethyl}phenoxy]-2-methylpropionate). As a reaction SMILES: [Cl:1][C:2]1[CH:24]=[CH:23][C:5]([NH:6][CH2:7][C:8]2[CH:22]=[CH:21][C:11]([O:12][C:13]([CH3:20])([CH3:19])[C:14]([O:16][CH2:17][CH3:18])=[O:15])=[CH:10][CH:9]=2)=[CH:4][CH:3]=1.[CH2:25]=O>C(O)=O>[Cl:1][C:2]1[CH:3]=[CH:4][C:5]([N:6]([CH2:7][C:8]2[CH:9]=[CH:10][C:11]([O:12][C:13]([CH3:19])([CH3:20])[C:14]([O:16][CH2:17][CH3:18])=[O:15])=[CH:21][CH:22]=2)[CH3:25])=[CH:23][CH:24]=1. Reported procedure: To 2.9 g of ethyl 2-[4-(4-chloroanilinomethyl)phenoxy]-2-methylpropionate are added 10 ml of formaldehyde and 20 ml of formic acid to prepare a solution, which is stirred at room temperature for 30 minutes and then at 50° C. for 1 hour. The formaldehyde and formic acid are distilled off from the reaction mixture under reduced pressure, and ethanol is added to the residue. After filtering off the insolubles from the resulting solution, the ethanol is distilled off from the filtrate. The resulting...